Dataset: the Open Reaction Database (ORD), a public repository of structured organic reaction records. Task: describe an organic reaction: reactants, conditions, products, and yield The reactants are COC(C1=CC(=C(C=C1)C#N)OCCC1=C(C=C(C=C1)Cl)Cl)=O (4-Cyano-3-[2-(2,4-dichloro-phenyl)-ethoxy]-benzoic acid methyl ester), CS(=O)C (DMSO). Run in OO (H2O2), C(C)(=O)OCC (ethyl acetate). Product: COC(C1=CC(=C(C(=O)N)C=C1)OCCC1=C(C=C(C=C1)Cl)Cl)=O (3-[2-(2,4-Dichloro-phenyl)-ethoxy]-terephthalamic acid methyl ester). Reaction SMILES: [CH3:1][O:2][C:3](=[O:23])[C:4]1[CH:9]=[CH:8][C:7]([C:10]#[N:11])=[C:6]([O:12][CH2:13][CH2:14][C:15]2[CH:20]=[CH:19][C:18]([Cl:21])=[CH:17][C:16]=2[Cl:22])[CH:5]=1.CS(C)=[O:26]>OO.C(OCC)(=O)C>[CH3:1][O:2][C:3](=[O:23])[C:4]1[CH:9]=[CH:8][C:7]([C:10]([NH2:11])=[O:26])=[C:6]([O:12][CH2:13][CH2:14][C:15]2[CH:20]=[CH:19][C:18]([Cl:21])=[CH:17][C:16]=2[Cl:22])[CH:5]=1. Reported procedure: To a solution of 100 mg 4-Cyano-3-[2-(2,4-dichloro-phenyl)-ethoxy]-benzoic acid methyl ester in 2 ml DMSO 93 mg K2CO3 and 68 μl H2O2 (35%) were added at RT. After stirring the reaction over night the mixture was taken up in 5 ml ethyl acetate and 3 ml water and filtered through a chem elut® cartridge by elution with ethyl acetate. After removal of the solvent the crude product was subjected to the subsequent reaction. Starting materials: C(C)N(P(N(CC)CC)N(CC)CC)CC (hexaethylphosphorous triamide), Cl[Si](CCCC)(CCCC)CCCC (chlorotri-n-butylsilane), C(=O)=O (dry ice), BrC(F)(F)F (bromotrifluoromethane). Run in ClCCl (dichloromethane), CC(=O)C (acetone). Conditions: temperature -78 celsius. Yields the product C(CCC)[Si](C(F)(F)F)(CCCC)CCCC (tri-n-butyltrifluoromethylsilane). Isolated yield 67.1%. As a reaction SMILES: Cl[Si:2]([CH2:11][CH2:12][CH2:13][CH3:14])([CH2:7][CH2:8][CH2:9][CH3:10])[CH2:3][CH2:4][CH2:5][CH3:6].C(=O)=O.Br[C:19]([F:22])([F:21])[F:20].C(N(CC)P(N(CC)CC)N(CC)CC)C>CC(C)=O.ClCCl>[CH2:3]([Si:2]([CH2:11][CH2:12][CH2:13][CH3:14])([CH2:7][CH2:8][CH2:9][CH3:10])[C:19]([F:22])([F:21])[F:20])[CH2:4][CH2:5][CH3:6]. Procedure: A flask equipped with a dry ice condenser was flame dried under a nitrogen sream, and charged with 5.0 g (20 mmol) of chlorotri-n-butylsilane and 10 mL of dichloromethane. After cooling the resulting solution to -78° C. and charging the condenser with dry ice and acetone, 6.2 mL (66 mmol) of bromotrifluoromethane (Freon 13B1) that had been condensed into a graduated tube was warmed to room temperature and allowed to distill into the flask. The cooling bath was removed and the mixture was allowed...